Task: describe an organic reaction: reactants, conditions, products, and yield. Dataset: the Open Reaction Database (ORD), a public repository of structured organic reaction records Starting materials: CN, O=C(O)c1cc(S(=O)(=O)Cl)c(F)cc1Cl. Yields the product CNS(=O)(=O)c1cc(C(=O)O)c(Cl)cc1F. Reaction SMILES: [CH3:16][NH2:17].[Cl:1][c:2]1[c:3]([C:4](=[O:5])[OH:6])[cH:7][c:8]([S:12](=[O:13])(=[O:14])[Cl:15])[c:9]([F:11])[cH:10]1>>[Cl:1][c:2]1[c:3]([C:4](=[O:5])[OH:6])[cH:7][c:8]([S:12](=[O:13])(=[O:14])[NH:17][CH3:16])[c:9]([F:11])[cH:10]1. Starting materials: C(C)(C)(C)C1=CC=C(CN2C(N(C(C2)CCCC2=CC(=C(OC(C(=O)O)(C)C)C=C2)C)C)=O)C=C1 (2-(4-{3-[1-(4-tert-Butyl-benzyl)-3-methyl-2-oxo-imidazolidin-4-yl]-propyl}-2-methyl-phenoxy)-2-methyl-propionic acid), CO (methanol). The reagents and catalysts are S(O)(O)(=O)=O (sulfuric acid). Conditions: time 8 hour. The product is COC(C(C)(C)OC1=C(C=C(C=C1)CCCC1N(C(N(C1)CC1=CC=C(C=C1)C(C)(C)C)=O)C)C)=O (2-(4-{3-[1-(4-tert-Butyl-benzyl)-3-methyl-2-oxo-imidazolidin-4-yl]-propyl}-2-methyl-phenoxy)-2-methyl-propionic acid methyl ester). The yield is 99.0%. Reaction SMILES: [C:1]([C:5]1[CH:35]=[CH:34][C:8]([CH2:9][N:10]2[CH2:14][CH:13]([CH2:15][CH2:16][CH2:17][C:18]3[CH:30]=[CH:29][C:21]([O:22][C:23]([CH3:28])([CH3:27])[C:24]([OH:26])=[O:25])=[C:20]([CH3:31])[CH:19]=3)[N:12]([CH3:32])[C:11]2=[O:33])=[CH:7][CH:6]=1)([CH3:4])([CH3:3])[CH3:2].[CH3:36]O>S(=O)(=O)(O)O>[CH3:36][O:25][C:24](=[O:26])[C:23]([O:22][C:21]1[CH:29]=[CH:30][C:18]([CH2:17][CH2:16][CH2:15][CH:13]2[CH2:14][N:10]([CH2:9][C:8]3[CH:34]=[CH:35][C:5]([C:1]([CH3:2])([CH3:3])[CH3:4])=[CH:6][CH:7]=3)[C:11](=[O:33])[N:12]2[CH3:32])=[CH:19][C:20]=1[CH3:31])([CH3:27])[CH3:28]. Procedure: To a solution of 2-(4-{3-[1-(4-tert-Butyl-benzyl)-3-methyl-2-oxo-imidazolidin-4-yl]-propyl}-2-methyl-phenoxy)-2-methyl-propionic acid (0.610 g, 1.27 mmole) in methanol (10 mL) was added 15 drops of concentrated sulfuric acid. The mixture was stirred at room temperature overnight. After evaporated the solvent, the residue was partitioned between ethyl acetate (50 mL) and water (50 mL). The organic layer was washed by saturated sodium bicarbonate (50 mL), then brine (3×50 mL), dried over Na2SO4, f... Reactants: C(C)O (ethanol), ClC1(CC1)C(CC1=C(C=CC=C1)Cl)(CN1N=CN=C1S)O (2-(1-chloro-cyclopropyl)-1-(2-chlorophenyl)-3-(5-mercapto-1,2,4-triazol-1-yl)-propan-2-ol), C(C)(=O)Cl (acetyl chloride), [H-].[Na+] (sodium hydride). Run in O1CCCC1 (tetrahydrofuran). Run at time 30 minute. Yields the product ClC1(CC1)C(CC1=C(C=CC=C1)Cl)(CN1N=CN=C1SC(C)=O)O (2-(1-chloro-cyclopropyl)-1-(2-chlorophenyl)-3-(5-acetylmercapto-1,2,4-triazol-1-yl)-propan-2-ol). Isolated yield 93.2%. RXN SMILES: [Cl:1][C:2]1([C:5]([OH:21])([CH2:14][N:15]2[C:19]([SH:20])=[N:18][CH:17]=[N:16]2)[CH2:6][C:7]2[CH:12]=[CH:11][CH:10]=[CH:9][C:8]=2[Cl:13])[CH2:4][CH2:3]1.[H-].[Na+].[C:24](Cl)(=[O:26])[CH3:25].C(O)C>O1CCCC1>[Cl:1][C:2]1([C:5]([OH:21])([CH2:14][N:15]2[C:19]([S:20][C:24](=[O:26])[CH3:25])=[N:18][CH:17]=[N:16]2)[CH2:6][C:7]2[CH:12]=[CH:11][CH:10]=[CH:9][C:8]=2[Cl:13])[CH2:4][CH2:3]1 |f:1.2|. Procedure: At room temperature, a mixture of 1.72 g (5 mmol) of 2-(1-chloro-cyclopropyl)-1-(2-chlorophenyl)-3-(5-mercapto-1,2,4-triazol-1-yl)-propan-2-ol in 20 ml of absolute tetrahydrofuran is admixed with stirring with 0.24 g (6 mmol) of sodium hydride (60% strength in paraffin oil) and stirred for 30 minutes, 0.72 ml (10 mmol) of acetyl chloride are then added and the reaction mixture is stirred at room temperature for a further 4 hours. The reaction mixture is then admixed with 1 ml of ethanol and conc... The reactants are CS(=O)(=O)OCCCC1=CC=C(C=C1)OCC=1N=C(OC1)\C=C\C1=CC=CC=C1 (3-[4-[2-[(E)-2-phenylethenyl]-4-oxazolylmethoxy]phenyl]propyl methanesulfonate), N1C=NC(=C1C(=O)N)C(=O)N (4,5-imidazoledicarboxamide). The product is C1(=CC=CC=C1)/C=C/C=1OC=C(N1)COC1=CC=C(C=C1)CCCN1C=NC(=C1C(=O)N)C(=O)N (1-[3-[4-[2-[(E)-2-phenylethenyl]-4-oxazolylmethoxy]phenyl]propyl]-4,5-imidazoledicarboxamide). Isolated yield 44.0%. Reaction SMILES: CS(O[CH2:6][CH2:7][CH2:8][C:9]1[CH:14]=[CH:13][C:12]([O:15][CH2:16][C:17]2[N:18]=[C:19](/[CH:22]=[CH:23]/[C:24]3[CH:29]=[CH:28][CH:27]=[CH:26][CH:25]=3)[O:20][CH:21]=2)=[CH:11][CH:10]=1)(=O)=O.[NH:30]1[C:34]([C:35]([NH2:37])=[O:36])=[C:33]([C:38]([NH2:40])=[O:39])[N:32]=[CH:31]1>>[C:24]1(/[CH:23]=[CH:22]/[C:19]2[O:20][CH:21]=[C:17]([CH2:16][O:15][C:12]3[CH:11]=[CH:10][C:9]([CH2:8][CH2:7][CH2:6][N:30]4[C:34]([C:35]([NH2:37])=[O:36])=[C:33]([C:38]([NH2:40])=[O:39])[N:32]=[CH:31]4)=[CH:14][CH:13]=3)[N:18]=2)[CH:25]=[CH:26][CH:27]=[CH:28][CH:29]=1. Procedure details: In substantially the same manner as in Working Example 25, 3-[4-[2-[(E)-2-phenylethenyl]-4-oxazolylmethoxy]phenyl]propyl methanesulfonate was allowed to react with 4,5-imidazoledicarboxamide to give 1-[3-[4-[2-[(E)-2-phenylethenyl]-4-oxazolylmethoxy]phenyl]propyl]-4,5-imidazoledicarboxamide. The yield was 44%. Recrystallization from ethyl acetate gave colorless prisms, mp 194-195° C. Reactants: [Li+].CC(C)[N-]C(C)C (LDA), C(C)N(C(C1=C(C=CC=C1)CN1C=NC=C1I)=O)CC (N,N-diethyl-2-(5-iodo-imidazol-1-ylmethyl)-benzamide), CC(=O)C (acetone), C(C)(C)NC(C)C (diisopropylamine), [Li]CCCC (n-BuLi). The solvent is C(C)(=O)OCC (ethyl acetate), C1CCOC1 (THF), C1CCOC1 (THF), O (water), C(C)(=O)O (acetic acid), C1CCOC1 (THF). Conditions: temperature 0 celsius, time 15 minute. Yields the product C(C)N(C(C1=C(C=CC=C1)C(C(C)(C)O)N1C=NC=C1I)=O)CC (N,N-Diethyl-2-[2-hydroxy-1-(5-iodo-imidazol-1-yl)-2-methyl-propyl]-benzamide). As a reaction SMILES: C(NC(C)C)(C)C.[Li]CCCC.[Li+].CC([N-]C(C)C)C.[CH2:21]([N:23]([CH2:39][CH3:40])[C:24](=[O:38])[C:25]1[CH:30]=[CH:29][CH:28]=[CH:27][C:26]=1[CH2:31][N:32]1[C:36]([I:37])=[CH:35][N:34]=[CH:33]1)[CH3:22].[CH3:41][C:42]([CH3:44])=[O:43]>C1COCC1.O.C(OCC)(=O)C.C(O)(=O)C>[CH2:39]([N:23]([CH2:21][CH3:22])[C:24](=[O:38])[C:25]1[CH:30]=[CH:29][CH:28]=[CH:27][C:26]=1[CH:31]([N:32]1[C:36]([I:37])=[CH:35][N:34]=[CH:33]1)[C:42]([OH:43])([CH3:44])[CH3:41])[CH3:40] |f:2.3|. Reported procedure: To a solution of diisopropylamine (0.97 g, 6.39 mmol) in THF (50 mL) at −78° C. under nitrogen is added n-BuLi (2.5M in hexanes, 3.8 mL, 9.6 mmol) and the mixture is warmed to 0° C. After 15 min, the LDA solution is cooled to −78° C. and a solution of N,N-diethyl-2-(5-iodo-imidazol-1-ylmethyl)-benzamide (2.45 g, 6.39 mmol) (example 1b) in THF (5 mL) is added over 15 min. 30 min after the end of addition, acetone (1.86 g, 31.97 mmol) in THF (5 mL) is added to the brown solution and the mixture is...